From a dataset of the Open Reaction Database (ORD), a public repository of structured organic reaction records. describe an organic reaction: reactants, conditions, products, and yield The reactants are CO, Fc1ccc2c(N3CCN(Cc4ccccc4)CC3)n[nH]c2c1, [H][H]. Yields the product Fc1ccc2c(N3CCNCC3)n[nH]c2c1. As a reaction SMILES: [CH3:26][OH:27].[F:1][c:2]1[cH:3][cH:4][c:5]2[c:6]([N:11]3[CH2:12][CH2:13][N:14]([CH2:17][c:18]4[cH:19][cH:20][cH:21][cH:22][cH:23]4)[CH2:15][CH2:16]3)[n:7][nH:8][c:9]2[cH:10]1.[H:24][H:25]>>[F:1][c:2]1[cH:3][cH:4][c:5]2[c:6]([N:11]3[CH2:12][CH2:13][NH:14][CH2:15][CH2:16]3)[n:7][nH:8][c:9]2[cH:10]1. Reactants: CN(C=O)C.N1=CC=CC=C1 (dimethylformamide pyridine), C(=O)(OC(C)(C)C)NCCCCCCCCCCC(=O)O (N-BOC-11-aminoundecanoic acid), disuccinimidylcarbonate. Reagents/catalysts: CN(C1=CC=NC=C1)C (4-dimethylamino-pyridine). Yields the product N[C@@H](CC(C)C)C(=O)O (L-leucine), bis-trifluoroacetate. RXN SMILES: [C:1](NCCCCCCCCCCC(O)=O)([O:3]C(C)(C)C)=[O:2].[CH3:22]N(C)C=O.[N:27]1[CH:32]=[CH:31][CH:30]=[CH:29]C=1>CN(C)C1C=CN=CC=1>[NH2:27][C@H:32]([C:1]([OH:3])=[O:2])[CH2:31][CH:30]([CH3:29])[CH3:22] |f:1.2|. Reported procedure: N-BOC-11-aminoundecanoic acid (Bachem, 0.60 g, 2.0 mmoles) was activated with disuccinimidylcarbonate (0.56 g, 2.2 mmoles) and 4-dimethylamino-pyridine (0.02 g, 0.2 mmoles) in 10 mL of dimethylformamide/pyridine (2/1, v/v) and reacted with the resin product from Part C for 60 minutes at room temperature. The resulting resin was separated by filtration, the N-α-BOC group was removed with trifluoroacetic acid in dichloromethane, and the resulting resin was treated with 90% hydrogen fluoride/anisol... The reactants are BrC1=CC=CC(=N1)C1=NC(=CC=C1)C1=C(C(=CC=C1)OC)O (6-bromo-6′-(2-hydroxy-3-methoxyphenyl)-2,2′-bipyridine), OC1=C(C=CC=C1C)B(O)O (2-hydroxy-3-methylphenylboronic acid). Product: OC1=C(C=CC=C1OC)C1=CC=CC(=N1)C1=NC(=CC=C1)C1=C(C(=CC=C1)C)O (6-(2-Hydroxy-3-methoxyphenyl)-6′-(2-hydroxy-3-methylphenyl)-2,2′-bipyridine). The yield is 59.0%. As a reaction SMILES: Br[C:2]1[N:7]=[C:6]([C:8]2[CH:13]=[CH:12][CH:11]=[C:10]([C:14]3[CH:19]=[CH:18][CH:17]=[C:16]([O:20][CH3:21])[C:15]=3[OH:22])[N:9]=2)[CH:5]=[CH:4][CH:3]=1.[OH:23][C:24]1[C:29]([CH3:30])=[CH:28][CH:27]=[CH:26][C:25]=1B(O)O>>[OH:22][C:15]1[C:16]([O:20][CH3:21])=[CH:17][CH:18]=[CH:19][C:14]=1[C:10]1[N:9]=[C:8]([C:6]2[CH:5]=[CH:4][CH:3]=[C:2]([C:25]3[CH:26]=[CH:27][CH:28]=[C:29]([CH3:30])[C:24]=3[OH:23])[N:7]=2)[CH:13]=[CH:12][CH:11]=1. Procedure: 6-(2-Hydroxy-3-methoxyphenyl)-6′-(2-hydroxy-3-methylphenyl)-2,2′-bipyridine was prepared from 6-bromo-6′-(2-hydroxy-3-methoxyphenyl)-2,2′-bipyridine and 2-hydroxy-3-methylphenylboronic acid in 59% yield using method F; δH [2H6]-DMSO 13.28,(1H, s), 8.37,(1H, d), 8.35,(1H, d), 8.29,(2H, t), 8.18,(1H, d), 8.10,(1H, d), 7.97,(1H, d), 7.71,(1H, d), 7.29,(1H, d), 7.10,(1H, d), 6.97-6.87,(2H, m), 3.84,(3H, s), 2.29,(3H, s); MS 385 (MH)+; HPLC retention time (system 1) 4.27 minutes. Reaction conditions: temperature 80 celsius. The reactants are C(C)(C)(C)OC(=O)N1CCN(CC1)S(=O)(=O)N(COCC[Si](C)(C)C)C1=NC(=NC(=C1)Cl)SCC1=C(C(=CC=C1)Cl)F (tert-Butyl-4-[({6-chloro-2-[(3-chloro-2-fluorobenzyl)thio]pyrimidin-4-yl}{[2-(trimethylsilyl)ethoxy]methyl}amino)sulfonyl]piperazine-1-carboxylate), N[C@@H](CO)CC ((2R)-2-aminobutan-1-ol). Reaction SMILES: [C:1]([O:5][C:6]([N:8]1[CH2:13][CH2:12][N:11]([S:14]([N:17]([C:26]2[CH:31]=[C:30](Cl)[N:29]=[C:28]([S:33][CH2:34][C:35]3[CH:40]=[CH:39][CH:38]=[C:37]([Cl:41])[C:36]=3[F:42])[N:27]=2)[CH2:18][O:19][CH2:20][CH2:21][Si:22]([CH3:25])([CH3:24])[CH3:23])(=[O:16])=[O:15])[CH2:10][CH2:9]1)=[O:7])([CH3:4])([CH3:3])[CH3:2].[NH2:43][C@H:44]([CH2:47][CH3:48])[CH2:45][OH:46]>>[C:1]([O:5][C:6]([N:8]1[CH2:13][CH2:12][N:11]([S:14]([N:17]([C:26]2[CH:31]=[C:30]([NH:43][C@@H:44]([CH2:45][OH:46])[CH2:47][CH3:48])[N:29]=[C:28]([S:33][CH2:34][C:35]3[CH:40]=[CH:39][CH:38]=[C:37]([Cl:41])[C:36]=3[F:42])[N:27]=2)[CH2:18][O:19][CH2:20][CH2:21][Si:22]([CH3:25])([CH3:23])[CH3:24])(=[O:15])=[O:16])[CH2:10][CH2:9]1)=[O:7])([CH3:2])([CH3:3])[CH3:4]. Yields the product C(C)(C)(C)OC(=O)N1CCN(CC1)S(=O)(=O)N(COCC[Si](C)(C)C)C1=NC(=NC(=C1)N[C@H](CC)CO)SCC1=C(C(=CC=C1)Cl)F (tert-butyl-4-[((2-[(3-chloro-2-fluorobenzyl)thio]-6-{[(1R)-1-(hydroxymethyl)-propyl]amino}pyrimidin-4-yl){[2-(trimethylsilyl)ethoxy]methyl}amino)sulfonyl]-piperazine-1-carboxylate). Reported procedure: The subtitle product of step i) (0.60 g) was diluted in (2R)-2-aminobutan-1-ol (2 ml) and heated at 80° C. for 18 h. The subtitle compound was recovered as a colourless oil by flash column chromatography (EtOAc/iso-hexane mixtures). Yield: 0.40 g. Reactants: O=C[C@H](O)[C@@H](O)[C@H](O)[C@H](O)CO (D-glucose), [OH-].[K+] (potassium hydroxide), [OH-].[Na+] (sodium hydroxide). Product: O=C([C@H](O)[C@@H](O)[C@H](O)[C@H](O)C(=O)[O-])[O-].[K+].[K+] (dipotassium D-glucarate). Reaction SMILES: [O:1]=[CH:2][C@@H:3]([C@H:5]([C@@H:7]([C@@H:9]([CH2:11][OH:12])[OH:10])[OH:8])[OH:6])[OH:4].[OH-:13].[K+:14].[OH-:15].[Na+]>>[O:1]=[C:2]([O-:15])[C@@H:3]([C@H:5]([C@@H:7]([C@@H:9]([C:11]([O-:13])=[O:12])[OH:10])[OH:8])[OH:6])[OH:4].[K+:14].[K+:14] |f:1.2,3.4,5.6.7|. Reported procedure: The oxidation of D-glucose was carried out as in Examples 1 and 2. However, potassium hydroxide was substituted for sodium hydroxide in the neutralization process to give crude D-glucaric acid dipotassium salt (151.25 g, 70.4% based on pure dipotassium D-glucarate). The salt was precipitated from methanol as described to give an off white solid (145.75 g, 67.9% based on pure dipotassium D-glucarate). Starting materials: C(C)(C)(C)C=1N=C(C=2C(N1)=NN(N2)CC)N2CC(CC2)(F)F (5-tert-Butyl-7-(3,3-difluoro-pyrrolidin-1-yl)-2-ethyl-2H-[1,2,3]triazolo[4,5-d]pyrimidine), FC([C@@H](OC=1N=C(C2=C(N1)NN=N2)N2C[C@H](CC2)NC(C)=O)C)(F)F (N—{(S)-1-[5-((S)-2,2,2-Trifluoro-1-methyl-ethoxy)-3H-[1,2,3]triazolo[4,5-d]pyrimidin-7-yl]-pyrrolidin-3-yl}-acetamide), BrCC1=C(C=CC=C1)C(F)(F)F (1-(bromomethyl)-2-(trifluoromethyl)benzene). Yields the product FC(C1=C(CN2N=C3C(N=C(N=C3N3C[C@H](CC3)NC(C)=O)O[C@H](C(F)(F)F)C)=N2)C=CC=C1)(F)F (N—{(S)-1-[2-(2-Trifluoromethyl-benzyl)-5-((S)-2,2,2-trifluoro-1-methyl-ethoxy)-2H-[1,2,3]triazolo[4,5-d]pyrimidin-7-yl]-pyrrolidin-3-yl}-acetamide). Reaction SMILES: C(C1N=C(N2CCC(F)(F)C2)C2C(=NN(CC)N=2)N=1)(C)(C)C.[F:23][C:24]([F:47])([F:46])[C@H:25]([CH3:45])[O:26][C:27]1[N:28]=[C:29]([N:36]2[CH2:40][CH2:39][C@H:38]([NH:41][C:42](=[O:44])[CH3:43])[CH2:37]2)[C:30]2[N:35]=[N:34][NH:33][C:31]=2[N:32]=1.Br[CH2:49][C:50]1[CH:55]=[CH:54][CH:53]=[CH:52][C:51]=1[C:56]([F:59])([F:58])[F:57]>>[F:57][C:56]([F:58])([F:59])[C:51]1[CH:52]=[CH:53][CH:54]=[CH:55][C:50]=1[CH2:49][N:34]1[N:33]=[C:31]2[N:32]=[C:27]([O:26][C@@H:25]([CH3:45])[C:24]([F:23])([F:46])[F:47])[N:28]=[C:29]([N:36]3[CH2:40][CH2:39][C@H:38]([NH:41][C:42](=[O:44])[CH3:43])[CH2:37]3)[C:30]2=[N:35]1. Procedure details: In analogy to the procedure described for the synthesis of 5-tert-butyl-7-(3,3-difluoro-pyrrolidin-1-yl)-2-ethyl-2H-[1,2,3]triazolo[4,5-d]pyrimidine (example 3, step b), the title compound was prepared from N—{(S)-1-[5-((S)-2,2,2-Trifluoro-1-methyl-ethoxy)-3H-[1,2,3]triazolo[4,5-d]pyrimidin-7-yl]-pyrrolidin-3-yl}-acetamide and 1-(bromomethyl)-2-(trifluoromethyl)benzene. MS (m/e): 518.5 (MH+).